This data is from the Open Reaction Database (ORD), a public repository of structured organic reaction records. The task is: describe an organic reaction: reactants, conditions, products, and yield Reported procedure: In a 2-5 mL Emrys™ process vial, a mixture of the 1-formyl-4-oxo-4H-quinolizine-3-carboxylic acid (35 mg, 0.16 mmol), 4-(3,5-difluorophenyl)piperidine (45.4 mg, 0.23 mmol), glacial acetic acid (0.055 mL, 0.97 mmol) and 0.80 mL of dichloroethane was stirred vigorously. To the stirring mixture was added resin-bound MP-cyanoborohydride (20.3 mg, 0.32 mmol). The mixture was heated via Emrys Optimizer™ microwave to 120° C. for 30 minutes. The reaction was filtered, providing material, which was purif... The reactants are C(=O)C=1C=C(C(N2C=CC=CC12)=O)C(=O)O (1-formyl-4-oxo-4H-quinolizine-3-carboxylic acid), FC=1C=C(C=C(C1)F)C1CCNCC1 (4-(3,5-difluorophenyl)piperidine), C(C)(=O)O (acetic acid), ClC(C)Cl (dichloroethane), C(#N)[BH3-] (cyanoborohydride). RXN SMILES: [CH:1]([C:3]1[CH:4]=[C:5]([C:14]([OH:16])=[O:15])[C:6](=[O:13])[N:7]2[C:12]=1[CH:11]=[CH:10][CH:9]=[CH:8]2)=O.[F:17][C:18]1[CH:19]=[C:20]([CH:25]2[CH2:30][CH2:29][NH:28][CH2:27][CH2:26]2)[CH:21]=[C:22]([F:24])[CH:23]=1.C(O)(=O)C.ClC(Cl)C.C([BH3-])#N>>[F:17][C:18]1[CH:19]=[C:20]([CH:25]2[CH2:26][CH2:27][N:28]([CH2:1][C:3]3[CH:4]=[C:5]([C:14]([OH:16])=[O:15])[C:6](=[O:13])[N:7]4[C:12]=3[CH:11]=[CH:10][CH:9]=[CH:8]4)[CH2:29][CH2:30]2)[CH:21]=[C:22]([F:24])[CH:23]=1. Product: FC=1C=C(C=C(C1)F)C1CCN(CC1)CC=1C=C(C(N2C=CC=CC12)=O)C(=O)O (([4-(3,5-difluorophenyl)piperidin-1-yl]methyl}-4-oxo-4H-quinolizine-3-carboxylic Acid). Conditions: temperature 120 celsius. Reactants: CO.C(Cl)(Cl)Cl (methanol chloroform), C1=NC=CC=2C(=CC=CC12)S(=O)(=O)N1CCNCC1 (1-(5-isoquinolinesulfonyl)piperazine), Compound ( 35 ), C([O-])([O-])=O.[K+].[K+] (potassium carbonate), C(C)Br (ethyl bromide), Compound ( 42 ). Solvent: C(Cl)(Cl)Cl (chloroform), C(C)O (ethanol). Conditions: time 24 hour. Yields the product C1=NC=CC=2C(=CC=CC12)S(=O)(=O)N1CCN(CC1)CC (1-(5-isoquinolinesulfonyl)-4-ethylpiperazine). The yield is 74.1%. RXN SMILES: [CH:1]1[C:10]2[CH:9]=[CH:8][CH:7]=[C:6]([S:11]([N:14]3[CH2:19][CH2:18][NH:17][CH2:16][CH2:15]3)(=[O:13])=[O:12])[C:5]=2[CH:4]=[CH:3][N:2]=1.C(=O)([O-])[O-].[K+].[K+].[CH2:26](Br)[CH3:27].CO.C(Cl)(Cl)Cl>C(O)C.C(Cl)(Cl)Cl>[CH:1]1[C:10]2[CH:9]=[CH:8][CH:7]=[C:6]([S:11]([N:14]3[CH2:19][CH2:18][N:17]([CH2:26][CH3:27])[CH2:16][CH2:15]3)(=[O:12])=[O:13])[C:5]=2[CH:4]=[CH:3][N:2]=1 |f:1.2.3,5.6|. Reported procedure: In 100 ml of ethanol were added 2.77 g of 1-(5-isoquinolinesulfonyl)piperazine, i.e., Compound (35), 1.66 g of anhydrous potassium carbonate and 5.45 g of ethyl bromide, and the reaction was carried out at an external temperature of 70° C. for 24 hours. After the reaction solution was filtered, the filtrate was condensed and the residue was dissolved in 50 ml of chloroform, and the solution was extracted twice with a 2N aqueous hydrochloric acid solution. The aqueous hydrochloric acid layer was ... Starting materials: CN1C2CN(CCC1CC2)C(=O)OC(C)(C)C (9-Methyl-3-tert-butoxycarbonyl-3,9-diazabicyclo-[4.2.1]-nonane), CCOC(=O)/N=N/C(=O)OCC (Diethylazodicarboxylate), [OH-].[Na+] (Sodiumhydroxide). The solvent is C1(=CC=CC=C1)C (toluene). The product is N (ammonia), C(C)(C)(C)OC(=O)N1CC2CCC(CC1)N2 (3-Tert-butoxycarbonyl-3,9-diazabicyclo-[4.2.1]-nonane). As a reaction SMILES: C[N:2]1[CH:8]2[CH2:9][CH2:10][CH:3]1[CH2:4][N:5]([C:11]([O:13][C:14]([CH3:17])([CH3:16])[CH3:15])=[O:12])[CH2:6][CH2:7]2.CCOC(/N=N/C(OCC)=O)=O.[OH-].[Na+]>C1(C)C=CC=CC=1>[NH3:2].[C:14]([O:13][C:11]([N:5]1[CH2:6][CH2:7][CH:8]2[NH:2][CH:3]([CH2:10][CH2:9]2)[CH2:4]1)=[O:12])([CH3:17])([CH3:15])[CH3:16] |f:2.3|. Reported procedure: 9-Methyl-3-tert-butoxycarbonyl-3,9-diazabicyclo-[4.2.1]-nonane (3.4 g, 14.1 mmol), Diethylazodicarboxylate (12.3 g, 70.7 mmol) and toluene (35 ml) was stirred at reflux for 1.5 h. Sodiumhydroxide (50 ml, 1 M) was added. The aqueous phase was extracted twice with ethyl acetate (50 ml). Chromatography on silica gel with dichloromethane, methanol and conc. ammonia (89:10:1) gave the title compound as an oil. Yield 1.13 g, 35%. The reactants are FC(C(=O)O)(F)F (Trifluoroacetic acid), C1(CC1)CN1N=C(C=C(C1=O)CC(C(=O)OC(C)(C)C)C(=O)OC(C)(C)C)C1=CC(=C(C=C1)OC)F (2-cyclopropylmethyl-4-[2,2-di(tert-butoxycarbonyl)ethyl]-6-(3-fluoro-4-methoxyphenyl)-2H-pyridazin-3-one). Conditions: time 30 minute. The product is C(=O)(O)CCC=1C(N(N=C(C1)C1=CC(=C(C=C1)OC)F)CC1CC1)=O (4-(2-carboxyethyl)-2-cyclopropylmethyl-6-(3-fluoro-4-methoxyphenyl)-2H-pyridazin-3-one). Yield: 94.5%. RXN SMILES: FC(F)(F)C(O)=O.[CH:8]1([CH2:11][N:12]2[C:17](=[O:18])[C:16]([CH2:19][CH:20](C(OC(C)(C)C)=O)[C:21]([O:23]C(C)(C)C)=[O:22])=[CH:15][C:14]([C:35]3[CH:40]=[CH:39][C:38]([O:41][CH3:42])=[C:37]([F:43])[CH:36]=3)=[N:13]2)[CH2:10][CH2:9]1>>[C:21]([CH2:20][CH2:19][C:16]1[C:17](=[O:18])[N:12]([CH2:11][CH:8]2[CH2:9][CH2:10]2)[N:13]=[C:14]([C:35]2[CH:40]=[CH:39][C:38]([O:41][CH3:42])=[C:37]([F:43])[CH:36]=2)[CH:15]=1)([OH:23])=[O:22]. Procedure details: Trifluoroacetic acid (21 mL) was added to 2-cyclopropylmethyl-4-[2,2-di(tert-butoxycarbonyl)ethyl]-6-(3-fluoro-4-methoxyphenyl)-2H-pyridazin-3-one (1.39 g, 2.77 mmol), and the mixture was stirred at room temperature for 30 minutes. The solvent was distilled off under reduced pressure, and toluene was added further, followed by azeotropic boiling. The residue was heated at 190 to 200° C. for 30 minutes under a nitrogen atmosphere to yield the title compound as a pale brown powder (yield: 907 mg, ... Reactants: O (water), ice, O (water), [OH-].[Na+] (sodium hydroxide), BrBr (bromine), ClC1=CC2=C(C(C=3N(C(=CC3CO2)CC(C)=O)C)=O)C=C1 (1-[7-chloro-4,10-dihydro-1-methyl-10-oxo-1H[1]benzoxepino[4,3-b]pyrrole-2-yl]propan-2-one). Run in CCOCC (ether). Yields the product Br[O-].[Na+] (sodium hypobromite), ClC1=CC2=C(C(C=3N(C(=CC3CO2)CC(=O)O)C)=O)C=C1 (7-chloro-4,10-dihydro-1-methyl-10-oxo-1H[1]benzoxepino[4,3-b]pyrrol-2-acetic acid). RXN SMILES: [OH-:1].[Na+:2].[Br:3]Br.O.[Cl:6][C:7]1[CH:26]=[CH:25][C:10]2[C:11](=[O:24])[C:12]3[N:13]([CH3:23])[C:14]([CH2:19][C:20](=[O:22])C)=[CH:15][C:16]=3[CH2:17][O:18][C:9]=2[CH:8]=1>CCOCC>[Br:3][O-:1].[Na+:2].[Cl:6][C:7]1[CH:26]=[CH:25][C:10]2[C:11](=[O:24])[C:12]3[N:13]([CH3:23])[C:14]([CH2:19][C:20]([OH:22])=[O:1])=[CH:15][C:16]=3[CH2:17][O:18][C:9]=2[CH:8]=1 |f:0.1,6.7|. Reported procedure: A cold solution of sodium hypobromite is prepared from 1.6 g. of sodium hydroxide, 3.2 g of bromine, and 10 g of ice and water. To this solution is added with stirring 1-[7-chloro-4,10-dihydro-1-methyl-10-oxo-1H[1]benzoxepino[4,3-b]pyrrole-2-yl]propan-2-one (Q) (1.5 g, 0.005 m), while keeping the temperature below 10° C. The resulting mixture is stirred at low temperature for an additional 4 hours before water and ether are added. The layers are separated and the aqueous layer is treated with a ... Reactants: Br, CCCOc1ccc(NC(C)=O)cc1NC(C)=O, CC(=O)[O-], CC(=O)[O-], CCO, [Mg+2], CCCOc1ccc(N)cc1N. The product is Br, CCCOc1ccc(NC(C)=O)cc1N. RXN SMILES: [BrH:40].[C:1](=[O:2])([CH3:3])[NH:4][c:5]1[c:6]([O:15][CH2:16][CH2:17][CH3:18])[cH:7][cH:8][c:9]([NH:11][C:12]([CH3:13])=[O:14])[cH:10]1.[CH3:32][C:33](=[O:34])[O-:35].[CH3:36][C:37](=[O:38])[O-:39].[CH3:41][CH2:42][OH:43].[Mg+2:31].[NH2:19][c:20]1[cH:21][c:22]([NH2:23])[cH:24][cH:25][c:26]1[O:27][CH2:28][CH2:29][CH3:30]>>[BrH:40].[NH2:4][c:5]1[c:6]([O:15][CH2:16][CH2:17][CH3:18])[cH:7][cH:8][c:9]([NH:11][C:12]([CH3:13])=[O:14])[cH:10]1. Reactants: BrC1=NC(=CC=C1)Br (2,6-Dibromopyridine), CC1=C(C(=CC(=C1)C)C)B(O)O (2,4,6-trimethylbenzeneboronic acid), CC(C)([O-])C.[K+] (potassium t-butoxide). The reagents and catalysts are C=1C=CC(=CC1)[P](C=2C=CC=CC2)(C=3C=CC=CC3)[Pd]([P](C=4C=CC=CC4)(C=5C=CC=CC5)C=6C=CC=CC6)([P](C=7C=CC=CC7)(C=8C=CC=CC8)C=9C=CC=CC9)[P](C=1C=CC=CC1)(C=1C=CC=CC1)C=1C=CC=CC1 (Tetrakis(triphenylphosphine)palladium(0)). Run in COCCOC (1,2-dimethoxyethane), COCCOC (1,2 dimethoxyethane), C(C)(C)(C)O (t-butanol). Run at temperature 50 celsius. Product: ethyl acetate hexanes, BrC1=NC(=CC=C1)C1=C(C=C(C=C1C)C)C (2-Bromo-6-mesitylpyridine). The yield is 67.7%. As a reaction SMILES: Br[C:2]1[CH:7]=[CH:6][CH:5]=[C:4]([Br:8])[N:3]=1.[CH3:9][C:10]1[CH:15]=[C:14]([CH3:16])[CH:13]=[C:12]([CH3:17])[C:11]=1B(O)O.CC(C)([O-])C.[K+]>COCCOC.C(O)(C)(C)C.C1C=CC([P]([Pd]([P](C2C=CC=CC=2)(C2C=CC=CC=2)C2C=CC=CC=2)([P](C2C=CC=CC=2)(C2C=CC=CC=2)C2C=CC=CC=2)[P](C2C=CC=CC=2)(C2C=CC=CC=2)C2C=CC=CC=2)(C2C=CC=CC=2)C2C=CC=CC=2)=CC=1>[Br:8][C:4]1[CH:5]=[CH:6][CH:7]=[C:2]([C:11]2[C:12]([CH3:17])=[CH:13][C:14]([CH3:16])=[CH:15][C:10]=2[CH3:9])[N:3]=1 |f:2.3,^1:41,43,62,81|. Procedure: 2,6-Dibromopyridine (9.47 g, 40 mmol) was dissolved in 80 mL of 1,2-dimethoxyethane (1,2-dimethoxyethane). Tetrakis(triphenylphosphine)palladium(0) (2.31 g, 2.00 mmol) was added and the mixture was heated at 50° C. for 15 min. The solution was cooled and 2,4,6-trimethylbenzeneboronic acid (6.56 g, 40 mmol) dissolved in 40 mL of 1,2 dimethoxyethane was added. Finally, potassium t-butoxide (8.97 g, 80 mmol) was added as a solution in 40 mL of t-butanol. The reaction was heated for 0.5 h at 90° C. ... Starting materials: C1(=CC=CC=C1)S(=O)(=O)N1C(=CC=2C1=NC=C(C2)F)C(=CC(C)C)C2=CC=C(C=C2)S(=O)(=O)C (1-benzenesulfonyl-5-fluoro-2-[1-(4-methanesulfonyl-phenyl)-3-methyl-but-1-enyl]-1H-pyrrolo[2,3-b]pyridine), [F-].C(CCC)[N+](CCCC)(CCCC)CCCC (tetrabutylammonium fluoride). The solvent is O1CCCC1 (tetrahydrofuran). Conditions: temperature 25 celsius, time 20 hour. Yields the product FC=1C=C2C(=NC1)NC(=C2)C(=CC(C)C)C2=CC=C(C=C2)S(=O)(=O)C (5-fluoro-2-[1-(4-methanesulfonyl-phenyl)-3-methyl-but-1-enyl]-1H-pyrrolo[2,3-b]pyridine). The yield is 93.0%. As a reaction SMILES: C1(S([N:10]2[C:14]3=[N:15][CH:16]=[C:17]([F:19])[CH:18]=[C:13]3[CH:12]=[C:11]2[C:20]([C:25]2[CH:30]=[CH:29][C:28]([S:31]([CH3:34])(=[O:33])=[O:32])=[CH:27][CH:26]=2)=[CH:21][CH:22]([CH3:24])[CH3:23])(=O)=O)C=CC=CC=1.[F-].C([N+](CCCC)(CCCC)CCCC)CCC>O1CCCC1>[F:19][C:17]1[CH:18]=[C:13]2[CH:12]=[C:11]([C:20]([C:25]3[CH:26]=[CH:27][C:28]([S:31]([CH3:34])(=[O:32])=[O:33])=[CH:29][CH:30]=3)=[CH:21][CH:22]([CH3:24])[CH3:23])[NH:10][C:14]2=[N:15][CH:16]=1 |f:1.2|. Procedure: A mixture of 1-benzenesulfonyl-5-fluoro-2-[1-(4-methanesulfonyl-phenyl)-3-methyl-but-1-enyl]-1H-pyrrolo[2,3-b]pyridine (900 mg, 1.8 mmol) and tetrabutylammonium fluoride solution in tetrahydrofuran (1 M, 4 ml) was stirred at 25° C. for 20 h. The reaction was quenched with a saturated aqueous ammonium chloride solution (30 mL). The mixture was extracted with ethyl acetate (2×50 mL), washed with a saturated aqueous ammonium chloride solution (3×25 mL), brine, dried over anhydrous sodium sulfate an...